Dataset: the Open Reaction Database (ORD), a public repository of structured organic reaction records. Task: describe an organic reaction: reactants, conditions, products, and yield Starting materials: [Br-], COS(=O)(=O)OC, CCCC[N+](CCCC)(CCCC)CCCC, COc1ccc(Cl)cc1-c1cc(C(N)=O)c(N)[nH]1, [Na+], C1CCOC1, [OH-], O. Yields the product COc1ccc(Cl)cc1-c1cc(C(N)=O)c(N)n1C. Reaction SMILES: [Br-:29].[CH3:19][O:20][S:21]([O:22][CH3:23])(=[O:24])=[O:25].[CH3:30][CH2:31][CH2:32][CH2:33][N+:34]([CH2:35][CH2:36][CH2:37][CH3:38])([CH2:39][CH2:40][CH2:41][CH3:42])[CH2:43][CH2:44][CH2:45][CH3:46].[NH2:1][c:2]1[nH:3][c:4](-[c:10]2[c:11]([O:17][CH3:18])[cH:12][cH:13][c:14]([Cl:16])[cH:15]2)[cH:5][c:6]1[C:7](=[O:8])[NH2:9].[Na+:27].[O:47]1[CH2:48][CH2:49][CH2:50][CH2:51]1.[OH-:26].[OH2:28]>>[NH2:1][c:2]1[n:3]([CH3:19])[c:4](-[c:10]2[c:11]([O:17][CH3:18])[cH:12][cH:13][c:14]([Cl:16])[cH:15]2)[cH:5][c:6]1[C:7](=[O:8])[NH2:9].